From a dataset of the Open Reaction Database (ORD), a public repository of structured organic reaction records. describe an organic reaction: reactants, conditions, products, and yield As a reaction SMILES: Cl[C:2]1[N:3]=[C:4]([NH2:20])[C:5]2[N:6]=[CH:7][N:8]([C:18]=2[N:19]=1)[C@@H:9]1[O:17][C@H:14]([CH2:15][OH:16])[C@@H:12]([OH:13])[C@H:10]1[OH:11].[C:21]1([CH2:27][CH2:28][NH2:29])[CH2:26][CH2:25][CH2:24][CH2:23][CH:22]=1>>[C:21]1([CH2:27][CH2:28][NH:29][C:2]2[N:3]=[C:4]([NH2:20])[C:5]3[N:6]=[CH:7][N:8]([C:18]=3[N:19]=2)[C@@H:9]2[O:17][C@H:14]([CH2:15][OH:16])[C@@H:12]([OH:13])[C@H:10]2[OH:11])[CH2:26][CH2:25][CH2:24][CH2:23][CH:22]=1. Yields the product C1(=CCCCC1)CCNC=1N=C(C=2N=CN([C@H]3[C@H](O)[C@H](O)[C@@H](CO)O3)C2N1)N (2-[2-(1-cyclohexenyl)-ethylamino]adenosine). Run at temperature 140 celsius, time 6 hour. The reactants are ClC=1N=C(C=2N=CN([C@H]3[C@H](O)[C@H](O)[C@@H](CO)O3)C2N1)N (2-chloroadenosine), C1(=CCCCC1)CCN (2-(1-cyclohexenyl)-ethylamine). Reported procedure: A mixture of 2-chloroadenosine (0.30 g) and 2-(1-cyclohexenyl)-ethylamine (0.63 g) is stirred under nitrogen for 6 hours at 140° C. The solution is concentrated to dryness at reduced pressure; the residue is dissolved in ethanol, treated with propylene oxide (2 ml) and stirred at room temperature for 16 hours. The mixture is concentrated to dryness at reduced pressure and flash chromatographed through a 25×150 mm column of silica gel using methylene chloride and methanol saturated with ammonia (... Starting materials: C1(=CC=CC=C1)C(CCC1=CC=CC=C1)OC1=CC=C(CBr)C=C1 (4-(1,3-diphenyl-1-propoxy)benzyl bromide), NC1=CC=NC=C1 (4-aminopyridine). Run in C(C)#N (acetonitrile). Yields the product [Br-].NC1=CC=[N+](C=C1)CC1=CC=C(C=C1)OC(CCC1=CC=CC=C1)C1=CC=CC=C1 (4-amino-1-[4-(1,3-diphenyl-1-propoxy)benzyl]pyridinium bromide). As a reaction SMILES: [C:1]1([CH:7]([O:16][C:17]2[CH:24]=[CH:23][C:20]([CH2:21][Br:22])=[CH:19][CH:18]=2)[CH2:8][CH2:9][C:10]2[CH:15]=[CH:14][CH:13]=[CH:12][CH:11]=2)[CH:6]=[CH:5][CH:4]=[CH:3][CH:2]=1.[NH2:25][C:26]1[CH:31]=[CH:30][N:29]=[CH:28][CH:27]=1>C(#N)C>[Br-:22].[NH2:25][C:26]1[CH:31]=[CH:30][N+:29]([CH2:21][C:20]2[CH:23]=[CH:24][C:17]([O:16][CH:7]([C:1]3[CH:6]=[CH:5][CH:4]=[CH:3][CH:2]=3)[CH2:8][CH2:9][C:10]3[CH:15]=[CH:14][CH:13]=[CH:12][CH:11]=3)=[CH:18][CH:19]=2)=[CH:28][CH:27]=1 |f:3.4|. Procedure: To a solution of 4-(1,3-diphenyl-1-propoxy)benzyl bromide 6-6 (0.381 g, 1.0 mmol) in acetonitrile (7 ml) was added 4-aminopyridine (6-7) (94 mg, 1.0 mmol) with stirring at room temperature. The mixture was stirred for 3 hrs and the resulting white suspension was filtered. The white solid obtained 6-8, melted at 215°-216.5° C. Recrystallization from acetonitrile raised the melting point to 218.5°-220° C. The reactants are CN(C)CCNC1=NC2=CC(=CC=C2C2=C1C(C1=CC=CC=C12)=O)O (6-(((dimethylamino)ethyl)amino)-3-hydroxy-7H-indeno[2,1-c]quinoline-7-on), S(O)(O)(=O)=O (sulfuric acid), [N+](=O)(O)[O-] (nitric acid), ice water. Run at temperature 5 celsius, time 2 hour. Yields the product CN(C)CCNC1=NC2=C(C(=CC=C2C2=C1C(C1=CC=CC=C12)=O)O)[N+](=O)[O-] (6-(((dimethylamino)ethyl)amino)-3-hydroxy-4-nitro-7H-indeno[2,1-c]quinoline-7-on). Isolated yield 52.9%. As a reaction SMILES: [CH3:1][N:2]([CH2:4][CH2:5][NH:6][C:7]1[C:16]2[C:17](=[O:24])[C:18]3[C:23]([C:15]=2[C:14]2[C:9](=[CH:10][C:11]([OH:25])=[CH:12][CH:13]=2)[N:8]=1)=[CH:22][CH:21]=[CH:20][CH:19]=3)[CH3:3].S(=O)(=O)(O)O.[N+:31]([O-])([OH:33])=[O:32]>>[CH3:3][N:2]([CH2:4][CH2:5][NH:6][C:7]1[C:16]2[C:17](=[O:24])[C:18]3[C:23]([C:15]=2[C:14]2[C:9](=[C:10]([N+:31]([O-:33])=[O:32])[C:11]([OH:25])=[CH:12][CH:13]=2)[N:8]=1)=[CH:22][CH:21]=[CH:20][CH:19]=3)[CH3:1]. Procedure details: A mixture of 6-(((dimethylamino)ethyl)amino)-3-hydroxy-7H-indeno[2,1-c]quinoline-7-on obtained in example 3 (100 mg, 0.3 mmol), conc. sulfuric acid (1 ml) and nitric acid (1 ml) was stirred at 5° C. for 2 hours. The reaction mixture was poured into ice water, and a crystal precipitated was collected by filtration. The crystal obtained was purified by silica gel column chromatography (eluent; a lower layer of chloroform:methanol:water=9:3:1(v/v/v)) and crystallized from ethanol-diethylether to gi... Starting materials: C1CCOC1, CO, COC(=O)c1ccc(OC2CCN(C(=O)N3CCCC3)C2)c(I)c1, [Li+], [OH-], O, O=C(O)CC(O)(CC(=O)O)C(=O)O. Yields the product O=C(O)c1ccc(OC2CCN(C(=O)N3CCCC3)C2)c(I)c1. As a reaction SMILES: [CH2:27]1[O:28][CH2:29][CH2:30][CH2:31]1.[CH3:46][OH:47].[I:1][c:2]1[cH:3][c:4]([C:5](=[O:6])[O:7][CH3:8])[cH:9][cH:10][c:11]1[O:12][CH:13]1[CH2:14][N:15]([C:18](=[O:19])[N:20]2[CH2:21][CH2:22][CH2:23][CH2:24]2)[CH2:16][CH2:17]1.[Li+:26].[OH-:25].[OH2:45].[OH:32][C:33]([CH2:34][C:35]([C:36](=[O:37])[OH:38])([CH2:39][C:40](=[O:41])[OH:42])[OH:43])=[O:44]>>[I:1][c:2]1[cH:3][c:4]([C:5](=[O:6])[OH:7])[cH:9][cH:10][c:11]1[O:12][CH:13]1[CH2:14][N:15]([C:18](=[O:19])[N:20]2[CH2:21][CH2:22][CH2:23][CH2:24]2)[CH2:16][CH2:17]1.